This data is from the Open Reaction Database (ORD), a public repository of structured organic reaction records. The task is: describe an organic reaction: reactants, conditions, products, and yield Reactants: NC(C(=O)NC(CC)C(O)C=1OC2=C(N1)C=CC=C2)CS(=O)(=O)CC2=CC=CC=C2 (2-amino-N-[1-(benzoxazol-2-ylhydroxymethyl)-propyl]-3-phenylmethanesulfonylpropionamide), C(C)(C)N(CC)C(C)C (diisopropylethylamine), Cl.FC(CN)(F)F (trifluoroethylamine hydrochloride), C(=S)(N1C=NC=C1)N1C=NC=C1 (1,1′-Thiocarbonyldiimidazole). Run in C(Cl)Cl (CH2Cl2), CCOC(=O)C (EtOAc). Conditions: time 1 hour. Product: O1C(=NC2=C1C=CC=C2)C(C(CC)NC(C(CS(=O)(=O)CC2=CC=CC=C2)NC(=S)NCC(F)(F)F)=O)O (N-[1-(benzoxazol-2-ylhydroxymethyl)-propyl]-3-phenylmethanesulfonyl-2-[3-(2,2,2-trifluoroethyl)thioureido]propionamide). RXN SMILES: [C:1](N1C=CN=C1)(N1C=CN=C1)=[S:2].C(N(C(C)C)CC)(C)C.Cl.[F:23][C:24]([F:28])([F:27])[CH2:25][NH2:26].[NH2:29][CH:30]([CH2:48][S:49]([CH2:52][C:53]1[CH:58]=[CH:57][CH:56]=[CH:55][CH:54]=1)(=[O:51])=[O:50])[C:31]([NH:33][CH:34]([CH:37]([C:39]1[O:40][C:41]2[CH:47]=[CH:46][CH:45]=[CH:44][C:42]=2[N:43]=1)[OH:38])[CH2:35][CH3:36])=[O:32]>C(Cl)Cl.CCOC(C)=O>[O:40]1[C:41]2[CH:47]=[CH:46][CH:45]=[CH:44][C:42]=2[N:43]=[C:39]1[CH:37]([OH:38])[CH:34]([NH:33][C:31](=[O:32])[CH:30]([NH:29][C:1]([NH:26][CH2:25][C:24]([F:28])([F:27])[F:23])=[S:2])[CH2:48][S:49]([CH2:52][C:53]1[CH:58]=[CH:57][CH:56]=[CH:55][CH:54]=1)(=[O:50])=[O:51])[CH2:35][CH3:36] |f:2.3|. Procedure details: 1,1′-Thiocarbonyldiimidazole (0.980 g, 5.50 mmol, 1.2 equiv.) was dissolved in CH2Cl2 (200 mL), followed by addition of diisopropylethylamine (3.2 mL), and trifluoroethylamine hydrochloride (0.620 g, 4.58 mmol, 1.0 equiv.). The solution was stirred for 1 h at ambient temp, then 2-amino-N-[1-(benzoxazol-2-ylhydroxymethyl)-propyl]-3-phenylmethanesulfonylpropionamide was added in one portion. After stirring overnight, the reaction mixture was diluted with EtOAc (150 mL), washed with saturated bicar... Starting materials: [I-].[Li+] (lithium iodide), COC1=CC=C(C=C1)SC1=CC2=C(OC(C(=C2)C)(C)C)C=C1 (6-(4-Methoxyphenyl)thio-2,2,3-trimethyl-2H-benzo[b]pyran), [I-].[Li+] (lithium iodide). Solvent: ClCCl (dichloromethane), N1=C(C=C(C=C1C)C)C (2,4,6-collidine). Reaction conditions: time 72 hour. The product is OC1=CC=C(C=C1)SC1=CC2=C(OC(C(=C2)C)(C)C)C=C1 (6-(4-hydroxyphenyl)thio-2,2,3-trimethyl-2H-benzo[b]pyran). The yield is 77.7%. As a reaction SMILES: C[O:2][C:3]1[CH:8]=[CH:7][C:6]([S:9][C:10]2[CH:22]=[CH:21][C:13]3[O:14][C:15]([CH3:20])([CH3:19])[C:16]([CH3:18])=[CH:17][C:12]=3[CH:11]=2)=[CH:5][CH:4]=1.[I-].[Li+]>N1C(C)=CC(C)=CC=1C.ClCCl>[OH:2][C:3]1[CH:4]=[CH:5][C:6]([S:9][C:10]2[CH:22]=[CH:21][C:13]3[O:14][C:15]([CH3:19])([CH3:20])[C:16]([CH3:18])=[CH:17][C:12]=3[CH:11]=2)=[CH:7][CH:8]=1 |f:1.2|. Reported procedure: 6-(4-Methoxyphenyl)thio-2,2,3-trimethyl-2H-benzo[b]pyran (7.816 g) (see Preparation 5) was dissolved in dry 2,4,6-collidine (30 ml), anhydrous lithium iodide (10.04 g) was added and the mixture was heated under reflux under.a nitrogen atmosphere for 48 hours. A further portion of lithium iodide (9.06. g) was then added and heating was continued for another 72 hours. After cooling, the mixture was taken up in dichloromethane and washed with 2N aqueous hydrochloric acid solution (×3). The organic ... The reactants are O=C(Cl)c1ccc(Cl)cc1, Cc1ccccc1C1=NCc2nnc(C)n2-c2sc(C(C)O)cc21, c1ccncc1. The product is Cc1ccccc1C1=NCc2nnc(C)n2-c2sc(C(C)OC(=O)c3ccc(Cl)cc3)cc21. As a reaction SMILES: [Cl:25][C:26](=[O:27])[c:28]1[cH:29][cH:30][c:31]([Cl:32])[cH:33][cH:34]1.[OH:1][CH:2]([CH3:3])[c:4]1[cH:5][c:6]2[c:12]([s:13]1)-[n:11]1[c:10]([n:16][n:15][c:14]1[CH3:17])[CH2:9][N:8]=[C:7]2[c:18]1[c:19]([CH3:24])[cH:20][cH:21][cH:22][cH:23]1.[cH:35]1[cH:36][cH:37][n:38][cH:39][cH:40]1>>[O:1]([CH:2]([CH3:3])[c:4]1[cH:5][c:6]2[c:12]([s:13]1)-[n:11]1[c:10]([n:16][n:15][c:14]1[CH3:17])[CH2:9][N:8]=[C:7]2[c:18]1[c:19]([CH3:24])[cH:20][cH:21][cH:22][cH:23]1)[C:26](=[O:27])[c:28]1[cH:29][cH:30][c:31]([Cl:32])[cH:33][cH:34]1. Yields the product C(C)C(CN1C2=CC=C(C=C2C2=CC(=C3C(=C12)C=CC=C3)C(=O)C3=C(C=C(C=C3C)C)C)C(C3=C(C=CC=C3)F)=O)CCCC ([11-(2-ethylhexyl)-8-(2-fluorobenzoyl)-11H-benzo[a]carbazol-5-yl]-(2,4,6-trimethylphenyl)-methanone). Conditions: time 2 hour. RXN SMILES: [CH2:1]([CH:3]([CH2:22][CH2:23][CH2:24][CH3:25])[CH2:4][N:5]1[C:17]2[C:12](=[CH:13][CH:14]=[C:15]3[CH:21]=[CH:20][CH:19]=[CH:18][C:16]3=2)[C:11]2[C:6]1=[CH:7][CH:8]=[CH:9][CH:10]=2)[CH3:2].[CH3:26][C:27]1[CH:35]=[C:34]([CH3:36])[CH:33]=[C:32]([CH3:37])[C:28]=1[C:29](Cl)=[O:30].[Al+3].[Cl-].[Cl-].[Cl-].[F:42][C:43]1[CH:51]=[CH:50][CH:49]=[CH:48][C:44]=1[C:45](Cl)=[O:46]>C(Cl)Cl>[CH2:1]([CH:3]([CH2:22][CH2:23][CH2:24][CH3:25])[CH2:4][N:5]1[C:17]2[C:12](=[CH:13][C:14]([C:29]([C:28]3[C:27]([CH3:26])=[CH:35][C:34]([CH3:36])=[CH:33][C:32]=3[CH3:37])=[O:30])=[C:15]3[CH:21]=[CH:20][CH:19]=[CH:18][C:16]3=2)[C:11]2[C:6]1=[CH:7][CH:8]=[C:9]([C:45](=[O:46])[C:44]1[CH:48]=[CH:49][CH:50]=[CH:51][C:43]=1[F:42])[CH:10]=2)[CH3:2] |f:2.3.4.5|. The reactants are C(C)C(CN1C2=CC=CC=C2C2=CC=C3C(=C12)C=CC=C3)CCCC (11-(2-ethylhexyl)-11H-benzo[a]carbazole), CC1=C(C(=O)Cl)C(=CC(=C1)C)C (2,4,6-trimethylbenzoyl chloride), [Al+3].[Cl-].[Cl-].[Cl-] (AlCl3), [Al+3].[Cl-].[Cl-].[Cl-] (AlCl3), FC1=C(C(=O)Cl)C=CC=C1 (2-fluorobenzoyl chloride), ice water. Procedure: To 11-(2-ethylhexyl)-11H-benzo[a]carbazole (47.16 g; 143.0 mmol) in CH2Cl2 (400 mL) are added 2,4,6-trimethylbenzoyl chloride (27.45 g; 150.0 mmol) and AlCl3 (20.00 g; 150.0 mmol) at 0° C. After stirring at room temperature for 2 hours, AlCl3 (22.93 g; 172.0 mmol) is added at 0° C. and 2-fluorobenzoyl chloride (23.78 g; 150.0 mmol) is added dropwise, and then the mixture is stirred at room temperature for 3 hours. The reaction mixture is poured into ice-water, and the crude product is extracted ... The solvent is C(Cl)Cl (CH2Cl2). The reactants are O=S(=O)(c1ccc(OC2CCN(c3ccnc4ccc(Br)cc34)CC2)cc1)C(F)(F)F, OB(O)c1cn(C(c2ccccc2)(c2ccccc2)c2ccccc2)nc1C(F)(F)F. Yields the product O=S(=O)(c1ccc(OC2CCN(c3ccnc4ccc(-c5cn(C(c6ccccc6)(c6ccccc6)c6ccccc6)nc5C(F)(F)F)cc34)CC2)cc1)C(F)(F)F. Reaction SMILES: [Br:1][c:2]1[cH:3][c:4]2[c:5]([N:12]3[CH2:13][CH2:14][CH:15]([O:18][c:19]4[cH:20][cH:21][c:22]([S:25](=[O:26])(=[O:27])[C:28]([F:29])([F:30])[F:31])[cH:23][cH:24]4)[CH2:16][CH2:17]3)[cH:6][cH:7][n:8][c:9]2[cH:10][cH:11]1.[F:32][C:33]([c:34]1[n:35][n:36]([C:42]([c:43]2[cH:44][cH:45][cH:46][cH:47][cH:48]2)([c:49]2[cH:50][cH:51][cH:52][cH:53][cH:54]2)[c:55]2[cH:56][cH:57][cH:58][cH:59][cH:60]2)[cH:37][c:38]1[B:39]([OH:40])[OH:41])([F:61])[F:62]>>[c:2]1(-[c:38]2[c:34]([C:33]([F:32])([F:61])[F:62])[n:35][n:36]([C:42]([c:43]3[cH:44][cH:45][cH:46][cH:47][cH:48]3)([c:49]3[cH:50][cH:51][cH:52][cH:53][cH:54]3)[c:55]3[cH:56][cH:57][cH:58][cH:59][cH:60]3)[cH:37]2)[cH:3][c:4]2[c:5]([N:12]3[CH2:13][CH2:14][CH:15]([O:18][c:19]4[cH:20][cH:21][c:22]([S:25](=[O:26])(=[O:27])[C:28]([F:29])([F:30])[F:31])[cH:23][cH:24]4)[CH2:16][CH2:17]3)[cH:6][cH:7][n:8][c:9]2[cH:10][cH:11]1. The reactants are N1=CNC2=C1CCC(C2)C(=O)O (4,5,6,7-tetrahydrobenzimidazole-5-carboxylic acid), ClC=1C=C(OCCCNC)C=CC1 (3-(3-chlorophenoxy)propylmethylamine). Product: Cl.ClC=1C=C(OCCCN(C(=O)C2CC3=C(NC=N3)CC2)C)C=CC1 (4,5,6,7-Tetrahydro-1H-benzimidazole-5-carboxylic acid [3-(3-chlorophenoxy)propyl]methylamide, hydrochloride). As a reaction SMILES: [N:1]1[C:5]2[CH2:6][CH2:7][CH:8]([C:10]([OH:12])=O)[CH2:9][C:4]=2[NH:3][CH:2]=1.[Cl:13][C:14]1[CH:15]=[C:16]([CH:23]=[CH:24][CH:25]=1)[O:17][CH2:18][CH2:19][CH2:20][NH:21][CH3:22]>>[ClH:13].[Cl:13][C:14]1[CH:15]=[C:16]([CH:23]=[CH:24][CH:25]=1)[O:17][CH2:18][CH2:19][CH2:20][N:21]([CH3:22])[C:10]([CH:8]1[CH2:7][CH2:6][C:5]2[NH:1][CH:2]=[N:3][C:4]=2[CH2:9]1)=[O:12] |f:2.3|. Reported procedure: By a similar procedure as described in Example 65, the title compound was prepared from 4,5,6,7-tetrahydrobenzimidazole-5-carboxylic acid and 3-(3-chlorophenoxy)propylmethylamine.